Dataset: the Open Reaction Database (ORD), a public repository of structured organic reaction records. Task: describe an organic reaction: reactants, conditions, products, and yield Starting materials: C(C)(=O)OCC (ethyl acetate), CS(=O)(=O)N1CCN(CC1)C1=CC=C(C=C1)B1OC(C(O1)(C)C)(C)C (1-Methanesulfonyl-4-[4-(4,4,5,5-tetramethyl[1,3,2]-dioxaborolan-2-yl)phenyl]-piperazine), C(=O)([O-])[O-].[K+].[K+] (K2CO3), C(C)(C)(C)OC(=O)N1C2C=C(CC1CC2)OS(=O)(=O)C(F)(F)F (3-trifluoromethanesulfonyloxy-8-azabicyclo[3.2.1]-oct-2-ene-8-carboxylic acid tert-butyl ester), aqueous solution. The product is C(C)(C)(C)OC(=O)N1C2C=C(CC1CC2)C2=CC=C(C=C2)N2CCN(CC2)S(=O)(=O)C (3-[4-(4-methanesulfonylpiperazin-1-yl)phenyl]-8-azabicyclo[3.2.1]oct-2-ene-8-carboxylic acid tert-butyl ester). Procedure details: 1-Methanesulfonyl-4-[4-(4,4,5,5-tetramethyl[1,3,2]-dioxaborolan-2-yl)phenyl]-piperazine (1.8 g, 4.9 mmol) and 3-trifluoromethanesulfonyloxy-8-azabicyclo[3.2.1]-oct-2-ene-8-carboxylic acid tert-butyl ester (3.8 g, 5.9 mmol) are placed in 35 ml of DME and 6.14 ml of a 2N aqueous solution of K2CO3. After degassing with nitrogen, tetrakis(triphenylphosphine)palladium (1.136 g, 0.98 mmol) is added. The reaction medium is refluxed for 6 h. After hydrolysis and addition of ethyl acetate, the reaction m... Yield: 37.8%. Reaction SMILES: [CH3:1][S:2]([N:5]1[CH2:10][CH2:9][N:8]([C:11]2[CH:16]=[CH:15][C:14](B3OC(C)(C)C(C)(C)O3)=[CH:13][CH:12]=2)[CH2:7][CH2:6]1)(=[O:4])=[O:3].[C:26]([O:30][C:31]([N:33]1[CH:38]2[CH2:39][CH2:40][CH:34]1[CH:35]=[C:36](OS(C(F)(F)F)(=O)=O)[CH2:37]2)=[O:32])([CH3:29])([CH3:28])[CH3:27].C([O-])([O-])=O.[K+].[K+].C(OCC)(=O)C>COCCOC.C1C=CC([P]([Pd]([P](C2C=CC=CC=2)(C2C=CC=CC=2)C2C=CC=CC=2)([P](C2C=CC=CC=2)(C2C=CC=CC=2)C2C=CC=CC=2)[P](C2C=CC=CC=2)(C2C=CC=CC=2)C2C=CC=CC=2)(C2C=CC=CC=2)C2C=CC=CC=2)=CC=1>[C:26]([O:30][C:31]([N:33]1[CH:38]2[CH2:39][CH2:40][CH:34]1[CH:35]=[C:36]([C:14]1[CH:13]=[CH:12][C:11]([N:8]3[CH2:7][CH2:6][N:5]([S:2]([CH3:1])(=[O:3])=[O:4])[CH2:10][CH2:9]3)=[CH:16][CH:15]=1)[CH2:37]2)=[O:32])([CH3:29])([CH3:27])[CH3:28] |f:2.3.4,^1:70,72,91,110|. Reagents/catalysts: C=1C=CC(=CC1)[P](C=2C=CC=CC2)(C=3C=CC=CC3)[Pd]([P](C=4C=CC=CC4)(C=5C=CC=CC5)C=6C=CC=CC6)([P](C=7C=CC=CC7)(C=8C=CC=CC8)C=9C=CC=CC9)[P](C=1C=CC=CC1)(C=1C=CC=CC1)C=1C=CC=CC1 (tetrakis(triphenylphosphine)palladium). Run in COCCOC (DME). Reactants: ClC=1C(=C2NC(C(NC2=CC1)=O)=O)[N+](=O)[O-] (6-chloro-5-nitro-1,4-dihydroquinoxaline-2,3-dione), BrN1C(CCC1=O)=O (N-bromosuccinimide). The solvent is O (water), CN(C)C=O (DMF). Conditions: temperature 28 celsius, time 5 day. The product is BrC1=C(C(=C2NC(C(NC2=C1)=O)=O)[N+](=O)[O-])Cl (7-Bromo-6-chloro-5-nitro-1,4-dihydro-2,3-quinoxalinedione). The yield is 40.1%. Reaction SMILES: [Cl:1][C:2]1[C:3]([N+:14]([O-:16])=[O:15])=[C:4]2[C:9](=[CH:10][CH:11]=1)[NH:8][C:7](=[O:12])[C:6](=[O:13])[NH:5]2.[Br:17]N1C(=O)CCC1=O>CN(C=O)C.O>[Br:17][C:11]1[CH:10]=[C:9]2[C:4]([NH:5][C:6](=[O:13])[C:7](=[O:12])[NH:8]2)=[C:3]([N+:14]([O-:16])=[O:15])[C:2]=1[Cl:1]. Reported procedure: To a stirred solution of 6-chloro-5-nitro-1,4-dihydroquinoxaline-2,3-dione (35 mg, 0.14 mmol) in DMF (0.35 mL), N-bromosuccinimide (39 mg, 0.22 mmol) was added and the solution was stirred at 28° C. for 5 days. The resulting solution was then diluted with water (3.5 mL) and the yellow solid was filtered, washed with water (2.0 mL) and dried to obtain 42 mg crude product as a yellow powder. It was purified by successive crystallization (three times) from DMSO-water (3:1) to furnish 18 mg (44%) of... The product is CCOC(=O)c1ccc2cc(OCc3ccccc3)c(OC)cc2c1. RXN SMILES: [Br:25][CH2:26][c:27]1[cH:28][cH:29][cH:30][cH:31][cH:32]1.[C:19](=[O:20])([O-:21])[O-:22].[K+:23].[K+:24].[O:34]=[CH:35][N:36]([CH3:37])[CH3:38].[OH2:33].[OH:1][c:2]1[cH:3][c:4]2[cH:5][cH:6][c:7]([C:14](=[O:15])[O:16][CH2:17][CH3:18])[cH:8][c:9]2[cH:10][c:11]1[O:12][CH3:13]>>[O:1]([c:2]1[cH:3][c:4]2[cH:5][cH:6][c:7]([C:14](=[O:15])[O:16][CH2:17][CH3:18])[cH:8][c:9]2[cH:10][c:11]1[O:12][CH3:13])[CH2:26][c:27]1[cH:28][cH:29][cH:30][cH:31][cH:32]1. Starting materials: BrCc1ccccc1, O=C([O-])[O-], [K+], [K+], CN(C)C=O, O, CCOC(=O)c1ccc2cc(O)c(OC)cc2c1. Starting materials: [Al+3], CCCCS, COc1cccc(-n2nc(-c3ccccc3)c3cccnc32)c1, [Cl-], [Cl-], [Cl-], ClCCl. Product: Oc1cccc(-n2nc(-c3ccccc3)c3cccnc32)c1. RXN SMILES: [Al+3:2].[CH2:5]([SH:6])[CH2:7][CH2:8][CH3:9].[CH3:10][O:11][c:12]1[cH:13][c:14](-[n:18]2[n:19][c:20](-[c:27]3[cH:28][cH:29][cH:30][cH:31][cH:32]3)[c:21]3[c:22]2[n:23][cH:24][cH:25][cH:26]3)[cH:15][cH:16][cH:17]1.[Cl-:1].[Cl-:3].[Cl-:4].[Cl:33][CH2:34][Cl:35]>>[OH:11][c:12]1[cH:13][c:14](-[n:18]2[n:19][c:20](-[c:27]3[cH:28][cH:29][cH:30][cH:31][cH:32]3)[c:21]3[c:22]2[n:23][cH:24][cH:25][cH:26]3)[cH:15][cH:16][cH:17]1. Starting materials: C(C)(C)(C)C1=CC=C(C=C1)C1=CC=C(C=C1)C(CCC(=O)OC)=O (4-(4′-tert-butyl-biphenyl-4-yl)-4-oxo-butyric acid, methyl ester), [OH-].[Na+] (sodium hydroxide). The solvent is C1CCOC1.CO (THF methanol). Product: C(C)(C)(C)C1=CC=C(C=C1)C1=CC=C(C=C1)C(CCC(=O)O)=O (4-(4′-tert-butyl-biphenyl-4-yl)-4-oxo-butyric acid). Isolated yield 76.3%. RXN SMILES: [C:1]([C:5]1[CH:10]=[CH:9][C:8]([C:11]2[CH:16]=[CH:15][C:14]([C:17](=[O:24])[CH2:18][CH2:19][C:20]([O:22]C)=[O:21])=[CH:13][CH:12]=2)=[CH:7][CH:6]=1)([CH3:4])([CH3:3])[CH3:2].[OH-].[Na+]>C1COCC1.CO>[C:1]([C:5]1[CH:10]=[CH:9][C:8]([C:11]2[CH:16]=[CH:15][C:14]([C:17](=[O:24])[CH2:18][CH2:19][C:20]([OH:22])=[O:21])=[CH:13][CH:12]=2)=[CH:7][CH:6]=1)([CH3:4])([CH3:2])[CH3:3] |f:1.2,3.4|. Reported procedure: In a manner similar to Example 17, Step (b), 4-(4′-tert-butyl-biphenyl-4-yl)-4-oxo-butyric acid, methyl ester (0.43 g, 0.0013 mol) was allowed to react with 1.0 M aqueous sodium hydroxide (2.0 mL, 0.002 mol) in THF-methanol (5 mL each) to give 0.308 g of 4-(4′-tert-butyl-biphenyl-4-yl)-4-oxo-butyric acid as a white solid; mp 172.0-173.5° C. Reactants: CC1(OB(OC1(C)C)C=1C=CC=2N(C3=CC=C(C=C3C2C1)B1OC(C(O1)(C)C)(C)C)C1=CC=CC2=CC=CC=C12)C (3,6-bis(4,4,5,5-tetramethyl-1,3,2-dioxaborolanyl)-9-naphthalene-1-yl-carbazole), BrC=1C=CC(=NC1)C=1C=NC=CC1 (5-bromo-2,3′-bipyridine), P(=O)([O-])([O-])[O-].[K+].[K+].[K+] (tripotassium phosphate), O1CCOCC1 (1,4-dioxane). The reagents and catalysts are C=1C=CC(=CC1)[P](C=2C=CC=CC2)(C=3C=CC=CC3)[Pd]([P](C=4C=CC=CC4)(C=5C=CC=CC5)C=6C=CC=CC6)([P](C=7C=CC=CC7)(C=8C=CC=CC8)C=9C=CC=CC9)[P](C=1C=CC=CC1)(C=1C=CC=CC1)C=1C=CC=CC1 (Pd(PPh3)4). Solvent: O (water). Product: N1=C(C=CC(=C1)C=1C=CC=2N(C3=CC=C(C=C3C2C1)C=1C=CC(=NC1)C=1C=NC=CC1)C1=CC=CC2=CC=CC=C12)C=1C=NC=CC1 (3,6-bis(2,3′-bipyridine-5-yl)-9-naphthalene-1-yl-carbazole). RXN SMILES: CC1(C)C(C)(C)OB(C2C=[CH:11][C:12]3[N:13]([C:31]4[C:40]5[C:35](=CC=CC=5)[CH:34]=CC=4)[C:14]4[C:19]([C:20]=3C=2)=[CH:18][C:17](B2OC(C)(C)C(C)(C)O2)=[CH:16][CH:15]=4)O1.Br[C:43]1[CH:44]=[CH:45][C:46]([C:49]2[CH:50]=[N:51][CH:52]=[CH:53][CH:54]=2)=[N:47][CH:48]=1.P([O-])([O-])([O-])=O.[K+].[K+].[K+].O1[CH2:68][CH2:67]OCC1>C1C=CC([P]([Pd]([P](C2C=CC=CC=2)(C2C=CC=CC=2)C2C=CC=CC=2)([P](C2C=CC=CC=2)(C2C=CC=CC=2)C2C=CC=CC=2)[P](C2C=CC=CC=2)(C2C=CC=CC=2)C2C=CC=CC=2)(C2C=CC=CC=2)C2C=CC=CC=2)=CC=1.O>[N:47]1[CH:48]=[C:43]([C:17]2[CH:16]=[CH:15][C:14]3[N:13]([C:31]4[C:67]5[C:68](=[CH:11][CH:12]=[CH:20][CH:19]=5)[CH:34]=[CH:35][CH:40]=4)[C:12]4[C:20]([C:19]=3[CH:18]=2)=[CH:16][C:15]([C:43]2[CH:44]=[CH:45][C:46]([C:49]3[CH:50]=[N:51][CH:52]=[CH:53][CH:54]=3)=[N:47][CH:48]=2)=[CH:14][CH:11]=4)[CH:44]=[CH:45][C:46]=1[C:49]1[CH:50]=[N:51][CH:52]=[CH:53][CH:54]=1 |f:2.3.4.5,^1:72,74,93,112|. Procedure: Into a flask, 1.50 g of 3,6-bis(4,4,5,5-tetramethyl-1,3,2-dioxaborolanyl)-9-naphthalene-1-yl-carbazole, 1.32 g of 5-bromo-2,3′-bipyridine, 194 mg of Pd(PPh3)4, 2.40 g of tripotassium phosphate, 25 ml of 1,4-dioxane, and 5 ml of water were put, and the solution was stirred at reflux temperature for 10 hours under argon atmosphere. After heating, the reaction liquid was cooled to room temperature, and washed by a saturated sodium chloride aqueous solution. The organic layer was concentrated in an ... Reactants: CC(C)C1=NC=C(C=N1)O (2-(1-methylethyl) 5 pyrimidinol), C([O-])([O-])=O.[K+].[K+] (potassium carbonate), P(OCC)(OCC)(Cl)=S (O,O-diethyl phosphorochloridothioate), [H][H] (hydrogen), P(OCC)(OCC)(Cl)=S (O,O-diethyl phosphorochloridothioate), [H][H] (hydrogen). The solvent is C(C)#N (acetonitrile). The product is P(OCC)(OCC)(OC=1C=NC(=NC1)C(C)C)=S (O,O-diethyl O-(2-(1-methylethyl)-5-pyrimidinyl) phosphorothioate). Reaction SMILES: [CH3:1][CH:2]([C:4]1[N:9]=[CH:8][C:7]([OH:10])=[CH:6][N:5]=1)[CH3:3].C(=O)([O-])[O-].[K+].[K+].[P:17](=[S:25])(Cl)([O:21][CH2:22][CH3:23])[O:18][CH2:19][CH3:20].[H][H]>C(#N)C>[P:17](=[S:25])([O:10][C:7]1[CH:6]=[N:5][C:4]([CH:2]([CH3:3])[CH3:1])=[N:9][CH:8]=1)([O:21][CH2:22][CH3:23])[O:18][CH2:19][CH3:20] |f:1.2.3|. Reported procedure: To a stirred mixture of 166 grams of 2-(1-methylethyl) 5 pyrimidinol, 230 grams of finely powdered potassium carbonate and 1400 ml of acetonitrile was added in a slow stream 226 grams of O,O-diethyl phosphorochloridothioate. The mixture warmed to 55° . Stirring was continued until no more O,O-diethyl phosphorochloridothioate could be detected by GLC. The solids present were removed by filtration, the filtrate concentrated under vacuum, the residue taken up in diethyl ether, the ether solution wa...